This data is from the Open Reaction Database (ORD), a public repository of structured organic reaction records. The task is: describe an organic reaction: reactants, conditions, products, and yield The reactants are NC1=NN2C(N=CC(=C2)F)=C1C(=O)ON1N=NC2=C1C=CC=C2 (1H-benzo[d][1,2,3]triazol-1-yl 2-amino-6-fluoropyrazolo[1,5-a]pyrimidine-3-carboxylate), 2a, O1CC(C1)N1CCN(CC1)C1=C(C=NC=C1)N (4-[4-(oxetan-3-yl)piperazin-1-yl]pyridin-3-amine). Run in CN1CCCC1=O (NMP). Conditions: temperature 100 celsius. The product is NC1=NN2C(N=CC(=C2)F)=C1C(=O)NC=1C=NC=CC1N1CCN(CC1)C1COC1 (2-amino-6-fluoro-N-(4-(4-(oxetan-3-yl)piperazin-1-yl)pyridin-3-yl)pyrazolo[1,5-a]pyrimidine-3-carboxamide). As a reaction SMILES: [NH2:1][C:2]1[C:11]([C:12]([O:14]N2C3C=CC=CC=3N=N2)=O)=[C:5]2[N:6]=[CH:7][C:8]([F:10])=[CH:9][N:4]2[N:3]=1.[O:24]1[CH2:27][CH:26]([N:28]2[CH2:33][CH2:32][N:31]([C:34]3[CH:39]=[CH:38][N:37]=[CH:36][C:35]=3[NH2:40])[CH2:30][CH2:29]2)[CH2:25]1>CN1C(=O)CCC1>[NH2:1][C:2]1[C:11]([C:12]([NH:40][C:35]2[CH:36]=[N:37][CH:38]=[CH:39][C:34]=2[N:31]2[CH2:30][CH2:29][N:28]([CH:26]3[CH2:25][O:24][CH2:27]3)[CH2:33][CH2:32]2)=[O:14])=[C:5]2[N:6]=[CH:7][C:8]([F:10])=[CH:9][N:4]2[N:3]=1. Procedure details: To a suspension of benzotriazol-1-yl 2-amino-6-fluoro-pyrazolo[1,5-a]pyrimidine-3-carboxylate 6a (prepared according to methods similar to the one depicted in Preparation 2a) (5 g, 15.62 mmol) in NMP (78.27 mL) was added 4-[4-(oxetan-3-yl)piperazin-1-yl]pyridin-3-amine (prepared according to methods similar to the one depicted in Preparation N-1, described below) (3.660 g, 15.62 mmol) and the resulting mixture heated at 100° C. for 18 hours. The reaction mixture was cooled to RT and then passed ... The product is CC(C)(C)c1ccc(CNC(=S)NCc2cc(F)c(N)cc2F)cc1. The reactants are CC(C)(C)c1ccc(CN=C=S)cc1, CCOC(C)=O, NCc1cc(F)c(N)cc1F. Reaction SMILES: [C:12]([CH3:13])([CH3:14])([CH3:15])[c:16]1[cH:17][cH:18][c:19]([CH2:20][N:21]=[C:22]=[S:23])[cH:24][cH:25]1.[CH3:26][CH2:27][O:28][C:29](=[O:30])[CH3:31].[NH2:1][c:2]1[cH:3][c:4]([F:11])[c:5]([CH2:6][NH2:7])[cH:8][c:9]1[F:10]>>[NH2:1][c:2]1[cH:3][c:4]([F:11])[c:5]([CH2:6][NH:7][C:22]([NH:21][CH2:20][c:19]2[cH:18][cH:17][c:16]([C:12]([CH3:13])([CH3:14])[CH3:15])[cH:25][cH:24]2)=[S:23])[cH:8][c:9]1[F:10]. Starting materials: NC=1C=C2C(=CNC2=CC1)C1CCN(CC1)C (5-amino-3-(1-methylpiperidin-4-yl)-1H-indole), FC(C1=CC=C(C(=O)O)C=C1)(F)F (4-trifluoromethylbenzoic acid). The product is FC(C1=CC=C(C(=O)NC=2C=C3C(=CNC3=CC2)C2CCN(CC2)C)C=C1)(F)F (5-(4-trifluoromethylbenzoyl)amino-3-(1-methylpiperidin-4-yl)-1H-indole). Yield: 57.8%. Reaction SMILES: [NH2:1][C:2]1[CH:3]=[C:4]2[C:8](=[CH:9][CH:10]=1)[NH:7][CH:6]=[C:5]2[CH:11]1[CH2:16][CH2:15][N:14]([CH3:17])[CH2:13][CH2:12]1.[F:18][C:19]([F:30])([F:29])[C:20]1[CH:28]=[CH:27][C:23]([C:24](O)=[O:25])=[CH:22][CH:21]=1>>[F:18][C:19]([F:29])([F:30])[C:20]1[CH:28]=[CH:27][C:23]([C:24]([NH:1][C:2]2[CH:3]=[C:4]3[C:8](=[CH:9][CH:10]=2)[NH:7][CH:6]=[C:5]3[CH:11]2[CH2:16][CH2:15][N:14]([CH3:17])[CH2:13][CH2:12]2)=[O:25])=[CH:22][CH:21]=1. Procedure: Beginning with 12.0 mg (0.05 mMol) 5-amino-3-(1-methylpiperidin-4-yl)-1H-indole and 29.0 mg (0.15 mMol) 4-trifluoromethylbenzoic acid, 11.6 mg (58%) of the title compound were recovered. The reactants are O=C([O-])[O-], O=C1Nc2ccccc2N2CCNCC12, CC(C)=O, O=C(CCCCl)c1ccc(F)cc1, [I-], [K+], [K+], [Na+]. Yields the product O=C(CCCN1CCN2c3ccccc3NC(=O)C2C1)c1ccc(F)cc1. RXN SMILES: [C:18](=[O:19])([O-:20])[O-:21].[CH2:1]1[CH2:2][NH:3][CH2:4][CH:5]2[N:6]1[c:7]1[cH:8][cH:9][cH:10][cH:11][c:12]1[NH:13][C:14]2=[O:15].[CH3:37][C:38](=[O:39])[CH3:40].[F:24][c:25]1[cH:26][cH:27][c:28]([C:31]([CH2:32][CH2:33][CH2:34][Cl:35])=[O:36])[cH:29][cH:30]1.[I-:17].[K+:22].[K+:23].[Na+:16]>>[CH2:1]1[CH2:2][N:3]([CH2:34][CH2:33][CH2:32][C:31]([c:28]2[cH:27][cH:26][c:25]([F:24])[cH:30][cH:29]2)=[O:36])[CH2:4][CH:5]2[N:6]1[c:7]1[cH:8][cH:9][cH:10][cH:11][c:12]1[NH:13][C:14]2=[O:15]. Reactants: C[C@H](CCC(=O)O)[C@H]1CC[C@@H]2[C@@]1(CC[C@H]3[C@H]2[C@@H](C[C@H]4[C@@]3(CC[C@H](C4)O)C)O)C (chenodeoxycholic acid), O (water), [OH-].[Na+] (sodium hydroxide), [OH-].[Na+] (sodium hydroxide). Conditions: time 2 day. Yields the product O[C@H]1[C@H]2[C@@H]3CC[C@H](C(C)C=O)[C@]3(CC[C@@H]2[C@]2(C=CC(C=C2C1)=O)C)C (7α-hydroxypregna-1,4-dien-3-one-20 -carbaldehyde). Reaction SMILES: [CH3:1][C@@H:2]([C@@H:8]1[C@@:12]2([CH3:28])[CH2:13][CH2:14][C@@H:15]3[C@@:20]4([CH3:26])[CH2:21][CH2:22][C@@H:23]([OH:25])[CH2:24][C@H:19]4[CH2:18][C@@H:17](O)[C@H:16]3[C@@H:11]2[CH2:10][CH2:9]1)[CH2:3]CC(O)=O.[OH-:29].[Na+].[OH2:31]>>[OH:29][C@@H:17]1[CH2:18][C:19]2[C@:20]([CH3:26])([CH:21]=[CH:22][C:23](=[O:25])[CH:24]=2)[C@@H:15]2[C@@H:16]1[C@H:11]1[C@:12]([CH3:28])([CH2:13][CH2:14]2)[C@@H:8]([CH:2]([CH:3]=[O:31])[CH3:1])[CH2:9][CH2:10]1 |f:1.2|. Procedure details: The cultivation procedure of Example 1 was repeated except that chenodeoxycholic acid was used in an amount of 1.0 g instead of 2.0 g, that sodium hydroxide was used in an amount of 0.1 g instead of 0.2 g and that the cultivation time was 1 day instead of 2 days. The resulting culture broth was adjusted to pH 9.0 with 1N-aqueous sodium hydroxide solution and centrifuged to separate the cells and the precipitate formed in the course of culture from the supernatant. The precipitate and cells were ...